describe an organic reaction: reactants, conditions, products, and yield From a dataset of the Open Reaction Database (ORD), a public repository of structured organic reaction records. The reactants are S(=O)(Cl)Cl (thionyl chloride), OCCOC1=C(C(=[N+](C=C1)[O-])C)C (4-(2-hydroxyethoxy)-2,3-dimethylpyridine N-oxide), C(O)([O-])=O.[Na+] (sodium hydrogencarbonate). Run in C(Cl)(Cl)Cl (chloroform). Yields the product ClCCOC1=C(C(=[N+](C=C1)[O-])C)C (4-(2-chloroethoxy)-2,3-dimethylpyridine N-oxide). As a reaction SMILES: S(Cl)([Cl:3])=O.O[CH2:6][CH2:7][O:8][C:9]1[CH:14]=[CH:13][N+:12]([O-:15])=[C:11]([CH3:16])[C:10]=1[CH3:17].C(=O)([O-])O.[Na+]>C(Cl)(Cl)Cl>[Cl:3][CH2:6][CH2:7][O:8][C:9]1[CH:14]=[CH:13][N+:12]([O-:15])=[C:11]([CH3:16])[C:10]=1[CH3:17] |f:2.3|. Procedure: 1.0 ml of thionyl chloride was gradually added to a solution of 0.92 g (5 mmol) of 4-(2-hydroxyethoxy)-2,3-dimethylpyridine N-oxide in 10 ml of chloroform under cooling with ice. The obtained mixture was heated under reflux for 2 hours, cooled by allowing to stand, neutralized with a saturated aqueous solution of sodium hydrogencarbonate and extracted with 100 ml of methyl ethyl ketone twice. The extract was dried over magnesium sulfate and filtered. The filtrate was concentrated and purified by... Reactants: BrC(C=O)(C)C (2-bromo-2-methylpropanal), N1(CCNCC1)C(=O)OC(C)(C)C (tert-butyl piperazine-1-carboxylate). The solvent is CCOCC (ether). Conditions: temperature 25 celsius, time 8 hour. Yields the product CC(C=O)(C)N1CCN(CC1)C(=O)OC(C)(C)C (tert-butyl 4-(2-methyl-1-oxopropan-2-yl)piperazine-1-carboxylate). Yield: 70.7%. RXN SMILES: Br[C:2]([CH3:6])([CH3:5])[CH:3]=[O:4].[N:7]1([C:13]([O:15][C:16]([CH3:19])([CH3:18])[CH3:17])=[O:14])[CH2:12][CH2:11][NH:10][CH2:9][CH2:8]1>CCOCC>[CH3:5][C:2]([N:10]1[CH2:9][CH2:8][N:7]([C:13]([O:15][C:16]([CH3:19])([CH3:18])[CH3:17])=[O:14])[CH2:12][CH2:11]1)([CH3:6])[CH:3]=[O:4]. Reported procedure: Into a 250-mL round-bottom flask, was placed a solution of 2-bromo-2-methylpropanal (5 g, 33.11 mmol, 1.00 equiv) and tert-butyl piperazine-1-carboxylate (18.6 g, 99.87 mmol, 3.02 equiv) in ether (80 mL). The resulting solution was stirred overnight at 25° C. The solids were filtered out. The organic filtrate was washed with water, dried over anhydrous sodium sulfate and concentrated under vacuum to give 6 g of tert-butyl 4-(2-methyl-1-oxopropan-2-yl)piperazine-1-carboxylate as a white solid. Starting materials: [BH4-], C=C(C(=O)OCC)C1NC(=O)C1C(C)OC(=O)OCc1ccccc1, CCOC(C)=O, CC(C)O, [Na+], Cl[Ni]Cl, O. Yields the product CCOC(=O)C(C)C1NC(=O)C1C(C)OC(=O)OCc1ccccc1. As a reaction SMILES: [BH4-:26].[CH2:1]([CH3:2])[O:3][C:4](=[O:5])[C:6](=[CH2:7])[CH:8]1[CH:9]([CH:13]([CH3:14])[O:15][C:16](=[O:17])[O:18][CH2:19][c:20]2[cH:21][cH:22][cH:23][cH:24][cH:25]2)[C:10](=[O:12])[NH:11]1.[CH3:33][CH2:34][O:35][C:36](=[O:37])[CH3:38].[CH:28]([OH:29])([CH3:30])[CH3:31].[Na+:27].[Ni:39]([Cl:40])[Cl:41].[OH2:32]>>[CH2:1]([CH3:2])[O:3][C:4](=[O:5])[CH:6]([CH3:7])[CH:8]1[CH:9]([CH:13]([CH3:14])[O:15][C:16](=[O:17])[O:18][CH2:19][c:20]2[cH:21][cH:22][cH:23][cH:24][cH:25]2)[C:10](=[O:12])[NH:11]1. Reactants: O=C1CCC(=O)N1Br, CO, Clc1ncnc2[nH]ccc12, ClCCl, O. Yields the product Clc1ncnc2[nH]cc(Br)c12. Reaction SMILES: [Br:11][N:12]1[C:13](=[O:14])[CH2:15][CH2:16][C:17]1=[O:18].[CH3:23][OH:24].[Cl:1][c:2]1[c:3]2[c:4]([n:5][cH:6][n:7]1)[nH:8][cH:9][cH:10]2.[Cl:20][CH2:21][Cl:22].[OH2:19]>>[Cl:1][c:2]1[c:3]2[c:4]([n:5][cH:6][n:7]1)[nH:8][cH:9][c:10]2[Br:11]. The reactants are FC(C(=O)O)(F)F (trifluoroacetic acid), FC1=C(C=C(C=C1)F)C1=CC(N(C1)C(=O)OC(C)(C)C)C1=CC=CC=C1 (tert-butyl 4-(2,5-difluorophenyl)-2-phenyl-2,5-dihydro-1H-pyrrole-1-carboxylate), ClC(=O)OC1=CC=C(C=C1)[N+](=O)[O-] (p-nitrophenyl chloroformate). Run in C(Cl)Cl (CH2Cl2). Product: FC1=C(C=C(C=C1)F)C1=CC(N(C1)C(=O)OC1=CC=C(C=C1)[N+](=O)[O-])C1=CC=CC=C1 (4-Nitrophenyl 4-(2,5-difluorophenyl)-2-phenyl-2,5-dihydro-1H-pyrrole-1-carboxylate). As a reaction SMILES: [F:1][C:2]1[CH:7]=[CH:6][C:5]([F:8])=[CH:4][C:3]=1[C:9]1[CH2:13][N:12]([C:14]([O:16][C:17]([CH3:20])([CH3:19])C)=[O:15])[CH:11]([C:21]2[CH:26]=[CH:25][CH:24]=[CH:23][CH:22]=2)[CH:10]=1.FC(F)(F)C(O)=O.ClC(OC1C=[CH:42][C:41]([N+:44]([O-:46])=[O:45])=[CH:40]C=1)=O>C(Cl)Cl>[F:1][C:2]1[CH:7]=[CH:6][C:5]([F:8])=[CH:4][C:3]=1[C:9]1[CH2:13][N:12]([C:14]([O:16][C:17]2[CH:20]=[CH:42][C:41]([N+:44]([O-:46])=[O:45])=[CH:40][CH:19]=2)=[O:15])[CH:11]([C:21]2[CH:26]=[CH:25][CH:24]=[CH:23][CH:22]=2)[CH:10]=1. Reported procedure: To a flame-dried flask equipped with stir bar under nitrogen was charged 2-3 (0.71 g, 1.98 mmol) and anhydrous CH2Cl2 (50 mL). The resulting solution was treated with trifluoroacetic acid (10 mL) and stirred 1 hour at 25° C. Upon completion, the reaction was concentrated, taken up in CH2Cl2 (50 mL) and washed with 5% NaHCO3 (50 mL). The organic layer was dried (MgSO4), filtered and concentrated under reduced pressure. The resulting free-amine was dissolved in anhydrous CH2Cl2 (50 mL) and treated... Starting materials: CC(C)(C)[Si](C)(C)OCCBr, COC(=O)c1ccc2c(C3CCCCC3)c(-c3ccc(OC)cc3)[nH]c2c1Cl, CS(C)=O, Cl, [H-], [Na+], O. Product: COC(=O)c1ccc2c(C3CCCCC3)c(-c3ccc(OC)cc3)n(CCO[Si](C)(C)C(C)(C)C)c2c1Cl. Reaction SMILES: [Br:31][CH2:32][CH2:33][O:34][Si:35]([CH3:36])([CH3:37])[C:38]([CH3:39])([CH3:40])[CH3:41].[CH3:1][O:2][C:3](=[O:4])[c:5]1[cH:6][cH:7][c:8]2[c:9]([CH:23]3[CH2:24][CH2:25][CH2:26][CH2:27][CH2:28]3)[c:10](-[c:15]3[cH:16][cH:17][c:18]([O:21][CH3:22])[cH:19][cH:20]3)[nH:11][c:12]2[c:13]1[Cl:14].[CH3:43][S:44]([CH3:45])=[O:46].[ClH:42].[H-:30].[Na+:29].[OH2:47]>>[CH3:1][O:2][C:3](=[O:4])[c:5]1[cH:6][cH:7][c:8]2[c:9]([CH:23]3[CH2:24][CH2:25][CH2:26][CH2:27][CH2:28]3)[c:10](-[c:15]3[cH:16][cH:17][c:18]([O:21][CH3:22])[cH:19][cH:20]3)[n:11]([CH2:32][CH2:33][O:34][Si:35]([CH3:36])([CH3:37])[C:38]([CH3:39])([CH3:40])[CH3:41])[c:12]2[c:13]1[Cl:14].